From a dataset of the Open Reaction Database (ORD), a public repository of structured organic reaction records. describe an organic reaction: reactants, conditions, products, and yield Starting materials: C(=CC)C1=C(C=CC=C1)O (2-propenylphenol), C1(=CC=CC=C1)O (phenol), C(C=C)Br (allyl bromide), BrCBr (dibromomethane), (N-phenylcarboxaldimine-4-phenoxy)methane. Product: C(=CC)C1=C(OCOC2=C(C=CC=C2)C=CC)C=CC=C1 (Di-(2-propenylphenoxy) methane). As a reaction SMILES: [CH:1]([C:4]1[CH:9]=[CH:8][CH:7]=[CH:6][C:5]=1[OH:10])=[CH:2][CH3:3].[C:11]1([OH:17])[CH:16]=[CH:15][CH:14]=[CH:13][CH:12]=1.[CH2:18](Br)[CH:19]=[CH2:20].Br[CH2:23]Br>>[CH:1]([C:4]1[CH:9]=[CH:8][CH:7]=[CH:6][C:5]=1[O:10][CH2:23][O:17][C:11]1[CH:16]=[CH:15][CH:14]=[CH:13][C:12]=1[CH:20]=[CH:19][CH3:18])=[CH:2][CH3:3]. Reported procedure: The preparation of 2-propenylphenol from phenol and allyl bromide is similar to that outlined1. The reaction of this compound with dibromomethane is similar to that described above for di (N-phenylcarboxaldimine-4-phenoxy)methane. The title compound was extracted with ether 3×100 ml portions from the aqueous dimethylformamide solution, washed with aqueous potassium hydroxide (10%) and then water. The ether phase was dried over sodium sulphate and the solvent was stripped off under reduced pressu... The reagents and catalysts are [Rh] (rhodium/alumina). Starting materials: C(C)(C)(C)OC(=O)N(CC(=O)O)C1=CC=CC=C1 (N-tert-butoxycarbonylphenylglycine), [H][H] (hydrogen). Reaction SMILES: [C:1]([O:5][C:6]([N:8]([C:13]1[CH:18]=[CH:17][CH:16]=[CH:15][CH:14]=1)[CH2:9][C:10]([OH:12])=[O:11])=[O:7])([CH3:4])([CH3:3])[CH3:2].[H][H]>C(O)C.[Rh]>[C:1]([O:5][C:6]([N:8]([CH:13]1[CH2:14][CH2:15][CH2:16][CH2:17][CH2:18]1)[CH2:9][C:10]([OH:12])=[O:11])=[O:7])([CH3:4])([CH3:2])[CH3:3]. Solvent: C(C)O (ethanol). Procedure: Under a nitrogen atmosphere, 5% rhodium/alumina (3.00 g) is added to a solution of DL-N-tert-butoxycarbonylphenylglycine in ethanol (80 ml). The atmosphere is replaced with pressurized hydrogen (4.0 kgf/cm2) and stirred for ten days. The 5% rhodium/alumina is filtered out. The filtrate is concentrated under reduced pressure, and the residue is purified by silica gel column chromatography to give the titled reference compound (25.0 g). Yields the product C(C)(C)(C)OC(=O)N(CC(=O)O)C1CCCCC1 (N-tert-Butoxycarbonylcyclohexylglycine). The reactants are O=C(Cl)c1ccccc1, ClCCl, Cn1cccc1CC#N, Cl. Product: Cn1c(CC#N)ccc1C(=O)c1ccccc1. As a reaction SMILES: [C:1]([c:2]1[cH:3][cH:4][cH:5][cH:6][cH:7]1)(=[O:8])[Cl:9].[CH2:20]([Cl:21])[Cl:22].[CH3:10][n:11]1[c:12]([CH2:16][C:17]#[N:18])[cH:13][cH:14][cH:15]1.[ClH:19]>>[C:1]([c:2]1[cH:3][cH:4][cH:5][cH:6][cH:7]1)(=[O:8])[c:15]1[n:11]([CH3:10])[c:12]([CH2:16][C:17]#[N:18])[cH:13][cH:14]1.